The task is: describe an organic reaction: reactants, conditions, products, and yield. This data is from the Open Reaction Database (ORD), a public repository of structured organic reaction records. The reactants are C(C1=CC=CC=C1)P(OCC)(OCC)=O (diethyl benzylphosphonate), C[O-].[Na+] (sodium methoxide), C1COCCOCCOCCOCCOCCO1 (18-Crown-6), BrC1=CC=CC(=N1)C=O (6-bromopicolinaldehyde). The solvent is CN(C=O)C (dimethylformamide), C(C)O (ethanol), C(C)O (ethanol). Reaction conditions: time 5 minute. Yields the product BrC1=NC(=CC=C1)\C=C\C1=CC=CC=C1 ((E)-2-Bromo-6-styrylpyridine). RXN SMILES: [CH2:1](P(=O)(OCC)OCC)[C:2]1[CH:7]=[CH:6][CH:5]=[CH:4][CH:3]=1.C[O-].[Na+].C1OCCOCCOCCOCCOCCOC1.[Br:37][C:38]1[N:43]=[C:42]([CH:44]=O)[CH:41]=[CH:40][CH:39]=1>CN(C)C=O.C(O)C>[Br:37][C:38]1[CH:39]=[CH:40][CH:41]=[C:42](/[CH:44]=[CH:1]/[C:2]2[CH:3]=[CH:4][CH:5]=[CH:6][CH:7]=2)[N:43]=1 |f:1.2|. Procedure details: To a solution of diethyl benzylphosphonate (4.57 mL, 21.91 mmol) in dimethylformamide (50 mL) at room temperature was added sodium methoxide (2.367 g, 43.8 mmol) and 18-Crown-6 (2.316 g, 8.76 mmol). After stirring at room temperature for 5 min, the reaction was cooled to 0° C. and treated with 6-bromopicolinaldehyde (4.89 g, 26.3 mmol) as a solid in one portion. The ice bath was removed and the reaction stirred at room temperature for 1 h. The reaction was gradually warmed to 120° C. and held th... As a reaction SMILES: [CH3:11][S:12](=[O:13])[O-:14].[CH3:16][S:17](=[O:18])[CH3:19].[CH3:1][c:2]1[n:3][c:4]([OH:10])[c:5]([Cl:9])[c:6]([OH:8])[n:7]1.[Na+:15]>>[CH3:1][c:2]1[n:3][c:4]([OH:10])[c:5]([S:12]([CH3:11])(=[O:13])=[O:14])[c:6]([OH:8])[n:7]1. The product is Cc1nc(O)c(S(C)(=O)=O)c(O)n1. Starting materials: CS(=O)[O-], CS(C)=O, Cc1nc(O)c(Cl)c(O)n1, [Na+]. Starting materials: ClC1=C(C(=O)CC(=O)OCC)C=CC=C1 (ethyl 2-chlorobenzoylacetate), [O-]CC.[Na+] (sodium ethoxide), Cl (HCl), O=C(C=C)CCCCCCC (3-oxo-1-decene). Solvent: C(C)O (ethanol), O (Water), C(C)O (ethanol). Run at time 10 minute. Product: O=C(CCC(C(=O)OCC)C(C1=C(C=CC=C1)Cl)=O)CCCCCCC (Ethyl 5-oxo-2-(2-chlorobenzoyl)laurate). Yield: 58.9%. RXN SMILES: [Cl:1][C:2]1[CH:15]=[CH:14][CH:13]=[CH:12][C:3]=1[C:4]([CH2:6][C:7]([O:9][CH2:10][CH3:11])=[O:8])=[O:5].[O-]CC.[Na+].[O:20]=[C:21]([CH2:24][CH2:25][CH2:26][CH2:27][CH2:28][CH2:29][CH3:30])[CH:22]=[CH2:23].Cl>C(O)C.O>[O:20]=[C:21]([CH2:24][CH2:25][CH2:26][CH2:27][CH2:28][CH2:29][CH3:30])[CH2:22][CH2:23][CH:6]([C:4](=[O:5])[C:3]1[CH:12]=[CH:13][CH:14]=[CH:15][C:2]=1[Cl:1])[C:7]([O:9][CH2:10][CH3:11])=[O:8] |f:1.2|. Procedure details: To a stirred solution of 0.91 g of ethyl 2-chlorobenzoylacetate in 10 cc of ethanol was added 0.27 g of sodium ethoxide at room temperature, and the mixture was stirred at room temperature for 10 minutes. Then, 0.62 g of 3-oxo-1-decene in 10 cc of ethanol was added and the resulting mixture was stirred overnight at room temperature. Water was added to the reaction mixture, and the aqueous layer was acidified with 1N HCl and extracted three times with ethyl acetate. The combined organic layer was... Run at temperature 40 celsius, time 15 minute. Run in C(=O)O (formic acid), C(C)(=O)OCC (Ethyl acetate), C(=O)O (formic acid). Procedure details: A suspension of aminooxysulfonic acid (0.35 g, 3.11 mmol) in 96% formic acid (2.5 mL) was added dropwise to a solution of 4-(2-fluoropyridin-3-yl)cyclohexanone (0.50 g, 2.59 mmol) in 96% formic acid (2.5 mL) at room temperature. The solution was stirred for 15 min, then warmed to 40° C. for 2 h, then cooled 0° C. Ethyl acetate (10 mL) was added and the mixture was neutralized by the dropwise addition of 10 N aqueous sodium hydroxide solution (10 mL) followed by saturated aqueous sodium bicarbona... Starting materials: FC1=NC=CC=C1C1CCC(CC1)=O (4-(2-fluoropyridin-3-yl)cyclohexanone), C([O-])(O)=O.[Na+] (sodium bicarbonate), NOS(=O)(=O)O (aminooxysulfonic acid), [OH-].[Na+] (sodium hydroxide). Reaction SMILES: [NH2:1][O:2]S(O)(=O)=O.[F:7][C:8]1[C:13]([CH:14]2[CH2:19][CH2:18][C:17](=O)[CH2:16][CH2:15]2)=[CH:12][CH:11]=[CH:10][N:9]=1.[OH-].[Na+].C(=O)(O)[O-].[Na+]>C(O)=O.C(OCC)(=O)C>[F:7][C:8]1[C:13]([CH:14]2[CH2:19][CH2:18][C:17](=[N:1][OH:2])[CH2:16][CH2:15]2)=[CH:12][CH:11]=[CH:10][N:9]=1 |f:2.3,4.5|. Yields the product FC1=NC=CC=C1C1CCC(CC1)=NO (4-(2-fluoropyridin-3-yl)cyclohexanone oxime). Reactants: NC=1C=C(C=C(C1)C(F)(F)F)C(C)(C)NC(C)=O (N-{1-[3-amino-5-(trifluoromethyl)phenyl]-1-methylethyl}acetamide). The solvent is Cl (HCl), O (water). Product: NC(C)(C)C=1C=C(N)C=C(C1)C(F)(F)F (3-(1-amino-1-methylethyl)-5-(trifluoromethyl)aniline). Yield: 31.8%. RXN SMILES: [NH2:1][C:2]1[CH:3]=[C:4]([C:12]([NH:15]C(=O)C)([CH3:14])[CH3:13])[CH:5]=[C:6]([C:8]([F:11])([F:10])[F:9])[CH:7]=1>Cl.O>[NH2:15][C:12]([C:4]1[CH:3]=[C:2]([CH:7]=[C:6]([C:8]([F:9])([F:10])[F:11])[CH:5]=1)[NH2:1])([CH3:14])[CH3:13]. Reported procedure: A solution of N-{1-[3-amino-5-(trifluoromethyl)phenyl]-1-methylethyl}acetamide (1.07 g, 4.11 mmol) in 6N HCl (20 mL) was heated at 110° C. for 18 h, then allowed to cool to rt and diluted with water. The mixture was washed with EtOAc and the aqueous solution was neutralized by the addition of 1N NaOH and washed again with EtOAc. The aqueous solution was further basified to pH 10-11 by addition of 1N NaOH and extracted with EtOAc (2×). The extracts were dried over Na2SO4, filtered and concentrate... Starting materials: C(C)N1N=CC=2C1=NC(=C(C2NC2CCOCC2)CNC(C2=CC(=CC=C2)CC(C)=O)=O)CC (N-[[1,6-Diethyl-4-[(tetrahydro-2H-pyran-4-yl)amino]-1H-pyrazolo[3,4-b]pyridin-5-yl]methyl]-3-(2-oxopropyl)benzamide), C(=O)C1=CC=C(C(=O)O)C=C1 (4-formylbenzoic acid), C24H30N5O3. Yields the product C(C)N1N=CC=2C1=NC(=C(C2NC2CCOCC2)CNC(C2=CC=C(C=C2)C=O)=O)CC (N-[[1,6-Diethyl-4-[(tetrahydro-2H-pyran-4-yl)amino]-1H-pyrazolo[3,4-b]pyridin-5-yl]methyl]-4-formylbenzamide). Reported procedure: The title compound was synthesized in a manner analogous to that described for Intermediate 29, using 4-formylbenzoic acid in place of 3-(2-oxopropyl)benzoic acid. ES/MS calcd. for C24H30N5O3+ 436.2. found m/z=436.2 (M+H)+. Reaction SMILES: [CH2:1]([N:3]1[C:7]2=[N:8][C:9]([CH2:33][CH3:34])=[C:10]([CH2:19][NH:20][C:21](=[O:32])[C:22]3[CH:27]=[CH:26][CH:25]=[C:24](CC(=O)C)[CH:23]=3)[C:11]([NH:12][CH:13]3[CH2:18][CH2:17][O:16][CH2:15][CH2:14]3)=[C:6]2[CH:5]=[N:4]1)[CH3:2].[CH:35](C1C=CC(C(O)=O)=CC=1)=[O:36]>>[CH2:1]([N:3]1[C:7]2=[N:8][C:9]([CH2:33][CH3:34])=[C:10]([CH2:19][NH:20][C:21](=[O:32])[C:22]3[CH:23]=[CH:24][C:25]([CH:35]=[O:36])=[CH:26][CH:27]=3)[C:11]([NH:12][CH:13]3[CH2:14][CH2:15][O:16][CH2:17][CH2:18]3)=[C:6]2[CH:5]=[N:4]1)[CH3:2]. Reactants: C(C)OC(=O)N1CCN(CC1)C(C1=CC=C(C=C1)Cl)C1=C(C=CC=C1)Cl (N-(ethoxycarbonyl)-N′-[(2-chlorophenyl)(4-chlorophenyl)methyl]piperazine), CO (methanol), [OH-].[Na+] (sodium hydroxide). Run in O1CCCC1 (tetrahydrofuran). Conditions: temperature 80 celsius, time 24 hour. Yields the product ClC1=C(C=CC=C1)C(N1CCNCC1)C1=CC=C(C=C1)Cl (N′-[(2-chlorophenyl)(4-chlorophenyl)-methyl]piperazine). Isolated yield 62.3%. RXN SMILES: C(OC([N:6]1[CH2:11][CH2:10][N:9]([CH:12]([C:20]2[CH:25]=[CH:24][CH:23]=[CH:22][C:21]=2[Cl:26])[C:13]2[CH:18]=[CH:17][C:16]([Cl:19])=[CH:15][CH:14]=2)[CH2:8][CH2:7]1)=O)C.CO.[OH-].[Na+]>O1CCCC1>[Cl:26][C:21]1[CH:22]=[CH:23][CH:24]=[CH:25][C:20]=1[CH:12]([C:13]1[CH:14]=[CH:15][C:16]([Cl:19])=[CH:17][CH:18]=1)[N:9]1[CH2:8][CH2:7][NH:6][CH2:11][CH2:10]1 |f:2.3|. Reported procedure: To a stirred solution of 0.9 gram (0.002 mole) of N-(ethoxycarbonyl)-N′-[(2-chlorophenyl)(4-chlorophenyl)methyl]piperazine in 10 mL of tetrahydrofuran was added 10 mL of methanol and 10 mL of aqueous 50% sodium hydroxide. Upon completion of the addition the reaction mixture was warmed to 80° C., where it stirred for 24 hours. At the end of this time the reaction mixture was concentrated under reduced pressure. The concentrate was dissolved in chloroform, and the solution was stirred for 40 minut... Starting materials: O=C([O-])O, ClCCl, [Na+], O, OCC1(c2ccccc2)CCCC1. Product: O=CC1(c2ccccc2)CCCC1. Reaction SMILES: [C:14](=[O:15])([OH:16])[O-:17].[Cl:20][CH2:21][Cl:22].[Na+:18].[OH2:19].[c:1]1([C:7]2([CH2:12][OH:13])[CH2:8][CH2:9][CH2:10][CH2:11]2)[cH:2][cH:3][cH:4][cH:5][cH:6]1>>[c:1]1([C:7]2([CH:12]=[O:13])[CH2:8][CH2:9][CH2:10][CH2:11]2)[cH:2][cH:3][cH:4][cH:5][cH:6]1. Starting materials: N#N (N2), C(C)(=O)NC1=NC=C(C=C1)[N+](=O)[O-] (2-Acetamido-5-nitropyridine), C(=O)[O-].[NH4+] (ammonium formate). Reagents/catalysts: [Pd] (palladium on carbon). The solvent is CN(C)C=O (DMF), CO (MeOH). Conditions: time 17 hour. Product: C(C)(=O)NC1=NC=C(C=C1)N (2-Acetamido-5-aminopyridine). Isolated yield 87.8%. As a reaction SMILES: N#N.[C:3]([NH:6][C:7]1[CH:12]=[CH:11][C:10]([N+:13]([O-])=O)=[CH:9][N:8]=1)(=[O:5])[CH3:4].C([O-])=O.[NH4+]>CN(C=O)C.[Pd].CO>[C:3]([NH:6][C:7]1[CH:12]=[CH:11][C:10]([NH2:13])=[CH:9][N:8]=1)(=[O:5])[CH3:4] |f:2.3|. Procedure: A N2 covered solution of 1.19 g (6.6 mmol) of the product from Step 1 in 24 ml of DMF was treated with 2.07 g (32.9 mmol) of ammonium formate followed by 0.36 g of palladium on carbon catalyst. After stirring vigorously at room temperature for 17 hours, the reaction was diluted with MeOH and the catalyst was removed by filtration through celite. The filtrate was concentrated in vacuo and the residue was chromatographed over silica gel (3% MeOH: 0.3% NH4OH: CH2Cl2) to yield 0.876 g, m.p. 152°-153...